From a dataset of the Open Reaction Database (ORD), a public repository of structured organic reaction records. describe an organic reaction: reactants, conditions, products, and yield Starting materials: CSc1ccc(C=O)s1, N#CCS(=O)(=O)c1ccc(C(F)(F)F)cc1. The product is CSc1ccc(C=C(C#N)S(=O)(=O)c2ccc(C(F)(F)F)cc2)s1. RXN SMILES: [CH3:1][S:2][c:3]1[s:4][c:5]([CH:8]=[O:9])[cH:6][cH:7]1.[F:10][C:11]([c:12]1[cH:13][cH:14][c:15]([S:18](=[O:19])(=[O:20])[CH2:21][C:22]#[N:23])[cH:16][cH:17]1)([F:24])[F:25]>>[CH3:1][S:2][c:3]1[s:4][c:5]([CH:8]=[C:21]([S:18]([c:15]2[cH:14][cH:13][c:12]([C:11]([F:10])([F:24])[F:25])[cH:17][cH:16]2)(=[O:19])=[O:20])[C:22]#[N:23])[cH:6][cH:7]1. The reactants are OC1=C(C=C2C(OCC2=C1)=O)OC(C)=O (Acetic acid 6-hydroxy-3-oxo-1,3-dihydro-isobenzofuran-5-yl ester), [N+](=O)(O)[O-] (nitric acid). Solvent: C(C)(=O)O (acetic acid). Conditions: time 2 hour. The product is OC1=C(C=C2C(OCC2=C1[N+](=O)[O-])=O)OC(C)=O (Acetic acid 6-hydroxy-7-nitro-3-oxo-1,3-dihydro-isobenzofuran-5-yl ester). As a reaction SMILES: [OH:1][C:2]1[CH:10]=[C:9]2[C:5]([C:6](=[O:11])[O:7][CH2:8]2)=[CH:4][C:3]=1[O:12][C:13](=[O:15])[CH3:14].[N+:16]([O-])([OH:18])=[O:17]>C(O)(=O)C>[OH:1][C:2]1[C:10]([N+:16]([O-:18])=[O:17])=[C:9]2[C:5]([C:6](=[O:11])[O:7][CH2:8]2)=[CH:4][C:3]=1[O:12][C:13](=[O:15])[CH3:14]. Procedure details: Acetic acid 6-hydroxy-3-oxo-1,3-dihydro-isobenzofuran-5-yl ester (3.8 g) was mixed with acetic acid (150 ml) followed by addition of 65% nitric acid (2.5 ml). After dissolution the mixture was stirred at room temperature for 2 hours followed by removal of the acetic acid and water in vacuo. The remainder was filtered through silica gel using a mixture of toluene, ethyl acetate and methanol (8:1:1) as eluent. Appropriate fractions were collected and evaporated to dryness. Starting materials: O1CCN(CC1)C=CC1=C(C=CC=C1)[N+](=O)[O-] (β-morpholino-2-nitrostyrene), O=O (oxygen). Reagents/catalysts: Cl[Cu] (CuCl). The solvent is CS(=O)C (DMSO). Conditions: time 90 minute. Yields the product [N+](=O)([O-])C1=C(C=O)C=CC=C1 (o-nitrobenzaldehyde). As a reaction SMILES: O1CCN(C=[CH:8][C:9]2[CH:14]=[CH:13][CH:12]=[CH:11][C:10]=2[N+:15]([O-:17])=[O:16])CC1.[O:18]=O>Cl[Cu].CS(C)=O>[N+:15]([C:10]1[CH:11]=[CH:12][CH:13]=[CH:14][C:9]=1[CH:8]=[O:18])([O-:17])=[O:16]. Procedure details: 50 mmol of β-morpholino-2-nitrostyrene and 1 g of CuCl were initially introduced into 120 ml of DMSO and aerated at 60° C. for 90 min. using oxygen. After concentrating and customary working-up, 0.41 mol of o-nitrobenzaldehyde was isolated. The reactants are C1(=CC=CC=C1)C1=CC=C(COC=2C=CC3=C(C=C(CCC3)C(=O)OC)C2)C=C1 (methyl 2-(4-phenylbenzyloxy)-6,7-dihydro-5H-benzocycloheptene-8-carboxylate), Cl (hydrochloric acid), aqueous solution, [OH-].[Na+] (sodium hydroxide). Run in CO (methanol), C1CCOC1 (THF). Conditions: temperature 60 celsius, time 2 hour. Product: C1(=CC=CC=C1)C1=CC=C(COC=2C=CC3=C(C=C(CCC3)C(=O)O)C2)C=C1 (2-(4-phenylbenzyloxy)-6,7-dihydro-5H-benzocycloheptene-8-carboxylic acid). Yield: 117.5%. RXN SMILES: [C:1]1([C:7]2[CH:29]=[CH:28][C:10]([CH2:11][O:12][C:13]3[CH:14]=[CH:15][C:16]4[CH2:22][CH2:21][CH2:20][C:19]([C:23]([O:25]C)=[O:24])=[CH:18][C:17]=4[CH:27]=3)=[CH:9][CH:8]=2)[CH:6]=[CH:5][CH:4]=[CH:3][CH:2]=1.[OH-].[Na+].Cl>CO.C1COCC1>[C:1]1([C:7]2[CH:8]=[CH:9][C:10]([CH2:11][O:12][C:13]3[CH:14]=[CH:15][C:16]4[CH2:22][CH2:21][CH2:20][C:19]([C:23]([OH:25])=[O:24])=[CH:18][C:17]=4[CH:27]=3)=[CH:28][CH:29]=2)[CH:2]=[CH:3][CH:4]=[CH:5][CH:6]=1 |f:1.2|. Procedure details: To methyl 2-(4-phenylbenzyloxy)-6,7-dihydro-5H-benzocycloheptene-8-carboxylate (1.22 g, 3.17 mmol) dissolved in a mixed solvent of methanol (20 ml) and THF (35 ml) was added a 1N aqueous solution of sodium hydroxide (10 ml), and the resulting mixture was stirred at room temperature for 18 hours and 60° C. for 2 hours. The reaction mixture was mixed with 1 N hydrochloric acid (12 ml) at room temperature, was concentrated under reduced pressure and was mixed with water, and an insoluble material w... Starting materials: CCC(CC)ONCC(O)C(Cc1ccccc1)NC(=O)OC1COC2OCCC12, CN(C)c1ccccn1, O=[N+]([O-])c1ccc(S(=O)(=O)Cl)cc1, C1CCOC1. The product is CCC(CC)ON(CC(O)C(Cc1ccccc1)NC(=O)OC1COC2OCCC12)S(=O)(=O)c1ccc([N+](=O)[O-])cc1. RXN SMILES: [CH2:1]([c:2]1[cH:3][cH:4][cH:5][cH:6][cH:7]1)[CH:8]([CH:9]([CH2:10][NH:11][O:12][CH:13]([CH2:14][CH3:15])[CH2:16][CH3:17])[OH:18])[NH:19][C:20]([O:21][CH:22]1[CH2:23][O:24][CH:25]2[O:26][CH2:27][CH2:28][CH:29]12)=[O:30].[CH3:44][N:45]([c:46]1[cH:47][cH:48][cH:49][cH:50][n:51]1)[CH3:52].[N+:31](=[O:32])([O-:33])[c:34]1[cH:35][cH:36][c:37]([S:40](=[O:41])(=[O:42])[Cl:43])[cH:38][cH:39]1.[O:53]1[CH2:54][CH2:55][CH2:56][CH2:57]1>>[CH2:1]([c:2]1[cH:3][cH:4][cH:5][cH:6][cH:7]1)[CH:8]([CH:9]([CH2:10][N:11]([O:12][CH:13]([CH2:14][CH3:15])[CH2:16][CH3:17])[S:40]([c:37]1[cH:36][cH:35][c:34]([N+:31](=[O:32])[O-:33])[cH:39][cH:38]1)(=[O:41])=[O:42])[OH:18])[NH:19][C:20]([O:21][CH:22]1[CH2:23][O:24][CH:25]2[O:26][CH2:27][CH2:28][CH:29]12)=[O:30].